Task: describe an organic reaction: reactants, conditions, products, and yield. Dataset: the Open Reaction Database (ORD), a public repository of structured organic reaction records The reactants are BrBr (bromine), C(CCCCCCCCC)OC1=CC(=CC(=C1)C)CC (1-decyloxy-3-ethyl-5-methylbenzene). Solvent: C(Cl)(Cl)Cl (chloroform), C(Cl)(Cl)Cl (chloroform). Yields the product BrC1=C(C=C(C=C1C)OCCCCCCCCCC)CC (1-Bromo-4-decyloxy-2-ethyl-6-methylbenzene). RXN SMILES: [Br:1]Br.[CH2:3]([O:13][C:14]1[CH:19]=[C:18]([CH3:20])[CH:17]=[C:16]([CH2:21][CH3:22])[CH:15]=1)[CH2:4][CH2:5][CH2:6][CH2:7][CH2:8][CH2:9][CH2:10][CH2:11][CH3:12]>C(Cl)(Cl)Cl>[Br:1][C:17]1[C:18]([CH3:20])=[CH:19][C:14]([O:13][CH2:3][CH2:4][CH2:5][CH2:6][CH2:7][CH2:8][CH2:9][CH2:10][CH2:11][CH3:12])=[CH:15][C:16]=1[CH2:21][CH3:22]. Reported procedure: A solution of bromine (5.44 g, 0.034 mol) in chloroform (50 ml) was added dropwise to a stirred, refluxing solution of 1-decyloxy-3-ethyl-5-methylbenzene (9.4 g, 0.034 mol) in chloroform (200 ml). The reaction mixture was then allowed to cool, washed with water and dried (MgSO4). The solvent was removed and the residue purified by gravity column chromatography (silica gel/dichloromethane) to yield a pale orange oil. Reactants: [Na][Na] (disodium), O.OCCN(CCO)CP(O)(O)=O ([bis(2hydroxyethyl)amino]methylphosphonic acid monohydrate), [OH-].[K+] (potassium hydroxide). Product: P(=O)(O)(O)CNCC(=O)O (N-phosphonomethylglycine), NCP(O)(O)=O (aminomethylphosphonic acid). Yield: 60.0%. Reaction SMILES: [Na][Na].[OH2:3].OCC[N:7]([CH2:11][P:12](=[O:15])([OH:14])[OH:13])[CH2:8][CH2:9][OH:10].[OH-].[K+]>>[P:12]([CH2:11][NH:7][CH2:8][C:9]([OH:3])=[O:10])([OH:13])([OH:14])=[O:15].[NH2:7][CH2:11][P:12](=[O:13])([OH:15])[OH:14] |f:1.2,3.4|. Reported procedure: The disodium salt of [bis(2hydroxyethyl)amino]methylphosphonic acid monohydrate (4.0 g, 0.016 mol) was heated with 85% potassium hydroxide (15.0 g, 0.23 mol) at 250° C. for 75 minutes. Product isolation gave N-phosphonomethylglycine (0.31 g, 12.6%) and aminomethylphosphonic acid (1.0 g, 60.0%). Reactants: NC1=C(NC2=CC=CC=C12)C(=O)OCC (ethyl 3-aminoindole-2-carboxylate), BrC1=NC=CC=C1 (2-bromopyridine). The solvent is C(C)(=O)OCC.ClCCl (ethyl acetate dichloromethane). The product is N1=C(C=CC=C1)NC1=C(NC2=CC=CC=C12)C(=O)OCC (3-(2-Pyridinylamino)-1H-indole-2-carboxylic acid, ethyl ester). The yield is 14.8%. RXN SMILES: [NH2:1][C:2]1[C:10]2[C:5](=[CH:6][CH:7]=[CH:8][CH:9]=2)[NH:4][C:3]=1[C:11]([O:13][CH2:14][CH3:15])=[O:12].Br[C:17]1[CH:22]=[CH:21][CH:20]=[CH:19][N:18]=1>C(OCC)(=O)C.ClCCl>[N:18]1[CH:19]=[CH:20][CH:21]=[CH:22][C:17]=1[NH:1][C:2]1[C:10]2[C:5](=[CH:6][CH:7]=[CH:8][CH:9]=2)[NH:4][C:3]=1[C:11]([O:13][CH2:14][CH3:15])=[O:12] |f:2.3|. Reported procedure: Heat a mixture of ethyl 3-aminoindole-2-carboxylate (250 mg, 1.2 mmol) and 2-bromopyridine (1.0 mL, 10 mmol) at 150° C. for 1 h. Cool the reaction and partition between aqueous ammonium chloride and ethyl acetate. Separate the organic layer and concentrate to afford a crude mixture. Flash chromatograph the mixture on silica gel eluting with 25% ethyl acetate/dichloromethane to afford 50 mg of the title compound: MS 282(M+H). Starting materials: C(C)O (ethanol), C (charcoal), [H][H] (hydrogen), N1(CCCC1)C(=O)C1(CC1)C=1C=CC(=C(C1)[N+](=O)[O-])Cl (5-[1-(pyrrolidin-1-yl-carbonyl)-cyclopropyl]-2-chloro-nitrobenzene). The reagents and catalysts are [Pd] (palladium). Run in C(C)(=O)OCC (ethyl acetate). Yields the product N1(CCCC1)C(=O)C1(CC1)C=1C=CC(=C(N)C1)Cl (5-[1-(pyrrolidin-1-yl-carbonyl)-cyclopropyl]-2-chloro-aniline). Reaction SMILES: [N:1]1([C:6]([C:8]2([C:11]3[CH:12]=[CH:13][C:14]([Cl:20])=[C:15]([N+:17]([O-])=O)[CH:16]=3)[CH2:10][CH2:9]2)=[O:7])[CH2:5][CH2:4][CH2:3][CH2:2]1.C(O)C.C.[H][H]>C(OCC)(=O)C.[Pd]>[N:1]1([C:6]([C:8]2([C:11]3[CH:12]=[CH:13][C:14]([Cl:20])=[C:15]([CH:16]=3)[NH2:17])[CH2:10][CH2:9]2)=[O:7])[CH2:5][CH2:4][CH2:3][CH2:2]1. Procedure details: 1.8 g (8.14 mmol) of 5-[1-(pyrrolidin-1-yl-carbonyl)-cyclopropyl]-2-chloro-nitrobenzene are dissolved in 30 ml of ethyl acetate and 30 ml of ethanol and after the addition of 0.8 g palladium on active charcoal (10%) hydrogenated for 3 hours at ambient temperature with hydrogen. Then the catalyst is filtered off and the filtrate is evaporated down. The reactants are CC(=O)c1nc(-c2ccc(CC(CCO)NC(=O)c3ccc(OC(C)C)c(Cl)c3)cc2)cn1C, OCCO, O, Cc1ccc(S(=O)(=O)O)cc1, c1ccccc1. Yields the product CC(C)Oc1ccc(C(=O)NC(CCO)Cc2ccc(-c3cn(C)c(C4(C)OCCO4)n3)cc2)cc1Cl. Reaction SMILES: [C:1]([CH3:2])(=[O:3])[c:4]1[n:5]([CH3:34])[cH:6][c:7](-[c:9]2[cH:10][cH:11][c:12]([CH2:15][CH:16]([CH2:17][CH2:18][OH:19])[NH:20][C:21]([c:22]3[cH:23][c:24]([Cl:32])[c:25]([O:28][CH:29]([CH3:30])[CH3:31])[cH:26][cH:27]3)=[O:33])[cH:13][cH:14]2)[n:8]1.[CH2:35]([CH2:36][OH:37])[OH:38].[OH2:39].[c:40]1([CH3:41])[cH:42][cH:43][c:44]([S:45]([OH:46])(=[O:47])=[O:48])[cH:49][cH:50]1.[cH:51]1[cH:52][cH:53][cH:54][cH:55][cH:56]1>>[C:1]1([CH3:2])([c:4]2[n:5]([CH3:34])[cH:6][c:7](-[c:9]3[cH:10][cH:11][c:12]([CH2:15][CH:16]([CH2:17][CH2:18][OH:19])[NH:20][C:21]([c:22]4[cH:23][c:24]([Cl:32])[c:25]([O:28][CH:29]([CH3:30])[CH3:31])[cH:26][cH:27]4)=[O:33])[cH:13][cH:14]3)[n:8]2)[O:3][CH2:35][CH2:36][O:37]1. Reactants: O=C([O-])[O-], [Cs+], [Cs+], O=[N+]([O-])c1ccc(F)cc1, CN(C)C=O, O, O=c1cc[nH]c(=O)[nH]1. Reaction SMILES: [C:19](=[O:20])([O-:21])[O-:22].[Cs+:23].[Cs+:24].[F:9][c:10]1[cH:11][cH:12][c:13]([N+:16](=[O:17])[O-:18])[cH:14][cH:15]1.[O:26]=[CH:27][N:28]([CH3:29])[CH3:30].[OH2:25].[nH:1]1[c:2](=[O:8])[nH:3][c:4](=[O:7])[cH:5][cH:6]1>>[n:1]1(-[c:10]2[cH:11][cH:12][c:13]([N+:16](=[O:17])[O-:18])[cH:14][cH:15]2)[c:2](=[O:8])[nH:3][c:4](=[O:7])[cH:5][cH:6]1. Product: O=c1ccn(-c2ccc([N+](=O)[O-])cc2)c(=O)[nH]1.